Dataset: the Open Reaction Database (ORD), a public repository of structured organic reaction records. Task: describe an organic reaction: reactants, conditions, products, and yield Reactants: O=C([O-])[O-], CCOC(C)=O, COCCOC, CC(C)O, [Cu]I, Oc1ccc(I)nc1, [K+], [K+], N#Cc1ccc(S)cc1. The product is N#Cc1ccc(Sc2ccc(O)cn2)cc1. As a reaction SMILES: [C:1](=[O:2])([O-:3])[O-:4].[CH3:28][CH2:29][O:30][C:31](=[O:32])[CH3:33].[CH3:36][O:37][CH2:38][CH2:39][O:40][CH3:41].[CH:15]([OH:16])([CH3:17])[CH3:18].[Cu:34][I:35].[I:7][c:8]1[cH:9][cH:10][c:11]([OH:14])[cH:12][n:13]1.[K+:5].[K+:6].[SH:19][c:20]1[cH:21][cH:22][c:23]([C:24]#[N:25])[cH:26][cH:27]1>>[c:8]1([S:19][c:20]2[cH:21][cH:22][c:23]([C:24]#[N:25])[cH:26][cH:27]2)[cH:9][cH:10][c:11]([OH:14])[cH:12][n:13]1.